The task is: describe an organic reaction: reactants, conditions, products, and yield. This data is from the Open Reaction Database (ORD), a public repository of structured organic reaction records. Reactants: C(C1=CC=CC=C1)C=1N=NC(=C(C1C)C)Cl (3-Benzyl-6-chloro-4,5-dimethyl-pyridazine), CC1(C=NN(C=C1C)Cl)Cl (4,5-dimethyl-1,4-dichloro-pyridazine), [Br-].FC1=CC=C(C[Zn+])C=C1 (para-fluoro benzyl zinc bromide). Yields the product ClC=1N=NC(=C(C1C)C)CC1=CC=C(C=C1)F (3-chloro-6-(4-fluoro-benzyl)-4,5-dimethyl-pyridazine). As a reaction SMILES: [CH2:1]([C:8]1[N:9]=[N:10][C:11]([Cl:16])=[C:12]([CH3:15])[C:13]=1[CH3:14])[C:2]1[CH:7]=[CH:6][CH:5]=[CH:4][CH:3]=1.CC1(Cl)C(C)=CN(Cl)N=C1.[Br-].[F:28]C1C=CC(C[Zn+])=CC=1>>[Cl:16][C:11]1[N:10]=[N:9][C:8]([CH2:1][C:2]2[CH:3]=[CH:4][C:5]([F:28])=[CH:6][CH:7]=2)=[C:13]([CH3:14])[C:12]=1[CH3:15] |f:2.3|. Reported procedure: Analogous to compound 42 above, 3-chloro-6-(4-fluoro-benzyl)-4,5-dimethyl-pyridazine is prepared from 4,5-dimethyl-1,4-dichloro-pyridazine and para-fluoro benzyl zinc bromide. The reactants are [H-].[Na+] (sodium hydride), ClC1=C(C=CC=C1)N1C(NC2=CC(=C(C(=C2C1=O)C)C(=O)OCC)C)=O (3-(2-chlorophenyl)-6-ethoxycarbonyl-5,7-dimethyl-2,4(1H, 3H)-quinazolinedione), Cl.C(C1=CC=CC=C1)N(C)CCCCl (3-(N-benzyl-N-methylamino)propyl chloride hydrochloride). Run in CN(C=O)C (dimethylformamide). Conditions: temperature 100 celsius, time 1 hour. Product: ClC1=C(C=CC=C1)N1C(N(C2=CC(=C(C(=C2C1=O)C)C(=O)OCC)C)CCCN(C)CC1=CC=CC=C1)=O (3-(2-chlorophenyl)-6-ethoxycarbonyl-5,7-dimethyl-1-[3-(N-benzyl-N-methylamino)propyl]-2,4(1H, 3H)-quinazolinedione). Isolated yield 66.6%. Reaction SMILES: [H-].[Na+].[Cl:3][C:4]1[CH:9]=[CH:8][CH:7]=[CH:6][C:5]=1[N:10]1[C:19](=[O:20])[C:18]2[C:13](=[CH:14][C:15]([CH3:27])=[C:16]([C:22]([O:24][CH2:25][CH3:26])=[O:23])[C:17]=2[CH3:21])[NH:12][C:11]1=[O:28].Cl.[CH2:30]([N:37]([CH2:39][CH2:40][CH2:41]Cl)[CH3:38])[C:31]1[CH:36]=[CH:35][CH:34]=[CH:33][CH:32]=1>CN(C)C=O>[Cl:3][C:4]1[CH:9]=[CH:8][CH:7]=[CH:6][C:5]=1[N:10]1[C:19](=[O:20])[C:18]2[C:13](=[CH:14][C:15]([CH3:27])=[C:16]([C:22]([O:24][CH2:25][CH3:26])=[O:23])[C:17]=2[CH3:21])[N:12]([CH2:41][CH2:40][CH2:39][N:37]([CH2:30][C:31]2[CH:36]=[CH:35][CH:34]=[CH:33][CH:32]=2)[CH3:38])[C:11]1=[O:28] |f:0.1,3.4|. Reported procedure: A portion (96 mg) of 50% sodium hydride suspension in mineral oil was added to a solution of 3-(2-chlorophenyl)-6-ethoxycarbonyl-5,7-dimethyl-2,4(1H, 3H)-quinazolinedione (372 mg) in dimethylformamide (20 ml). After stirring the mixture at 100° C. for one hour, 3-(N-benzyl-N-methylamino)propyl chloride hydrochloride (320 mg) was added. The mixture was heated to 140°-145° C. and maintained at this temperature for 6 hours with stirring. The mixture was concentrated under reduced pressure, and the ... Starting materials: CC(C)N, CCO, C[Si](C)(C)CC[Si](C)(C)CCCOCC1CO1. Product: CC(C)NCC(O)COCCC[Si](C)(C)CC[Si](C)(C)C. RXN SMILES: [CH3:1][CH:2]([CH3:3])[NH2:4].[CH3:22][CH2:23][OH:24].[CH3:5][Si:6]([CH2:7][CH2:8][CH2:9][O:10][CH2:11][CH:12]1[O:13][CH2:14]1)([CH2:15][CH2:16][Si:17]([CH3:18])([CH3:19])[CH3:20])[CH3:21]>>[CH3:1][CH:2]([CH3:3])[NH:4][CH2:14][CH:12]([CH2:11][O:10][CH2:9][CH2:8][CH2:7][Si:6]([CH3:5])([CH2:15][CH2:16][Si:17]([CH3:18])([CH3:19])[CH3:20])[CH3:21])[OH:13]. Starting materials: O=C1CCC(=O)N1Br, Cc1c(Br)cccc1[N+](=O)[O-], O=C(OOC(=O)c1ccccc1)c1ccccc1, ClC(Cl)(Cl)Cl. Yields the product O=[N+]([O-])c1cccc(Br)c1CBr. Reaction SMILES: [Br:12][N:13]1[C:14](=[O:15])[CH2:16][CH2:17][C:18]1=[O:19].[Br:1][c:2]1[c:3]([CH3:11])[c:4]([N+:8](=[O:9])[O-:10])[cH:5][cH:6][cH:7]1.[C:20]([O:21][O:22][C:23](=[O:24])[c:25]1[cH:26][cH:27][cH:28][cH:29][cH:30]1)(=[O:31])[c:32]1[cH:33][cH:34][cH:35][cH:36][cH:37]1.[C:38]([Cl:39])([Cl:40])([Cl:41])[Cl:42]>>[Br:1][c:2]1[c:3]([CH2:11][Br:12])[c:4]([N+:8](=[O:9])[O-:10])[cH:5][cH:6][cH:7]1. The reactants are C(C=C)OC1(CCN(CC1)C1=C(C(=CC=2N1C=C(N2)C2=CC(=CC=C2)Br)C)[C@@H](C(=O)OC)OC(C)(C)C)C ((S)-methyl 2-(5-(4-(allyloxy)-4-methylpiperidin-1-yl)-2-(3-bromophenyl)-7-methylimidazo[1,2-a]pyridin-6-yl)-2-(tert-butoxy)acetate), FC1=CC(=C(C=C1)B(O)O)O[C@@H](C)CC=C ((S)-(4-fluoro-2-(pent-4-en-2-yloxy)phenyl)boronic acid), C(=O)([O-])[O-].[Na+].[Na+] (Na2CO3). The reagents and catalysts are C=1C=CC(=CC1)[P](C=2C=CC=CC2)(C=3C=CC=CC3)[Pd]([P](C=4C=CC=CC4)(C=5C=CC=CC5)C=6C=CC=CC6)([P](C=7C=CC=CC7)(C=8C=CC=CC8)C=9C=CC=CC9)[P](C=1C=CC=CC1)(C=1C=CC=CC1)C=1C=CC=CC1 (Pd(PPh3)4). Solvent: CCOC(=O)C (EtOAc), CN(C)C=O (DMF). Reaction conditions: temperature 90 celsius. Product: C(C=C)OC1(CCN(CC1)C1=C(C(=CC=2N1C=C(N2)C=2C=C(C=CC2)C2=C(C=C(C=C2)F)O[C@@H](C)CC=C)C)[C@@H](C(=O)OC)OC(C)(C)C)C ((S)-Methyl 2-(5-(4-(allyloxy)-4-methylpiperidin-1-yl)-2-(4′-fluoro-2′-((S)-pent-4-en-2-yloxy)-[1,1′-biphenyl]-3-yl)-7-methylimidazo[1,2-a]pyridin-6-yl)-2-(tert-butoxy)acetate). The yield is 66.5%. Reaction SMILES: [CH2:1]([O:4][C:5]1([CH3:38])[CH2:10][CH2:9][N:8]([C:11]2[N:16]3[CH:17]=[C:18]([C:20]4[CH:25]=[CH:24][CH:23]=[C:22](Br)[CH:21]=4)[N:19]=[C:15]3[CH:14]=[C:13]([CH3:27])[C:12]=2[C@H:28]([O:33][C:34]([CH3:37])([CH3:36])[CH3:35])[C:29]([O:31][CH3:32])=[O:30])[CH2:7][CH2:6]1)[CH:2]=[CH2:3].[F:39][C:40]1[CH:45]=[CH:44][C:43](B(O)O)=[C:42]([O:49][C@H:50]([CH2:52][CH:53]=[CH2:54])[CH3:51])[CH:41]=1.C([O-])([O-])=O.[Na+].[Na+]>CN(C=O)C.CCOC(C)=O.C1C=CC([P]([Pd]([P](C2C=CC=CC=2)(C2C=CC=CC=2)C2C=CC=CC=2)([P](C2C=CC=CC=2)(C2C=CC=CC=2)C2C=CC=CC=2)[P](C2C=CC=CC=2)(C2C=CC=CC=2)C2C=CC=CC=2)(C2C=CC=CC=2)C2C=CC=CC=2)=CC=1>[CH2:1]([O:4][C:5]1([CH3:38])[CH2:10][CH2:9][N:8]([C:11]2[N:16]3[CH:17]=[C:18]([C:20]4[CH:21]=[C:22]([C:43]5[CH:44]=[CH:45][C:40]([F:39])=[CH:41][C:42]=5[O:49][C@H:50]([CH2:52][CH:53]=[CH2:54])[CH3:51])[CH:23]=[CH:24][CH:25]=4)[N:19]=[C:15]3[CH:14]=[C:13]([CH3:27])[C:12]=2[C@H:28]([O:33][C:34]([CH3:37])([CH3:36])[CH3:35])[C:29]([O:31][CH3:32])=[O:30])[CH2:7][CH2:6]1)[CH:2]=[CH2:3] |f:2.3.4,^1:75,77,96,115|. Reported procedure: To a solution of (S)-methyl 2-(5-(4-(allyloxy)-4-methylpiperidin-1-yl)-2-(3-bromophenyl)-7-methylimidazo[1,2-a]pyridin-6-yl)-2-(tert-butoxy)acetate (0.27 g, 0.462 mmol, 1 equiv) and (S)-(4-fluoro-2-(pent-4-en-2-yloxy)phenyl)boronic acid (207 mg, 0.924 mmol, 2 equiv) in DMF (5 mL, sparged with nitrogen for 10 min) was added Pd(PPh3)4 (53 mg, 0.046 mmol, 0.1 equiv) and 2 M Na2CO3 (0.46 mL, 0.924 mmol, 2 equiv). The reaction was heated at 90° C. for 2.5 h. Upon cooling to ambient temperature, the r... The reactants are N1C=C(C2=CC=CC=C12)C[C@@H](C(=O)O)NC(CCCC1=CC=CC=C1)=O ((S)-3-(1H-Indol-3-yl)-2-(4-phenyl-butyrylamino)-propionic acid), ON1C(CCC1=O)=O (N-hydroxysuccinimide), C1(CCCCC1)N=C=NC1CCCCC1 (N,N′-dicyclohexylcarbodiimide), ON1C(CCC1=O)=O (N-hydroxysuccinimide), C1(CCCCC1)N=C=NC1CCCCC1 (N,N′-dicyclohexylcarbodiimide), NCCCCCC(=O)O (6-aminohexanoic acid), C(=O)(O)[O-].[Na+] (NaHCO3). Run in C(C)#N (acetonitrile), O (water). Conditions: time 14 hour. The product is O=C1N(C(CC1)=O)OC(CCCCCNC([C@H](CC1=CNC2=CC=CC=C12)NC(CCCC1=CC=CC=C1)=O)=O)=O ((S)-6-[3-(1H-Indol-3-yl)-2-(4-phenyl-butyrylamino)-propionylamino]-hexanoic acid 2,5-dioxo-pyrrolidin-1-yl ester). The yield is 54.1%. As a reaction SMILES: [NH:1]1[C:9]2[C:4](=[CH:5][CH:6]=[CH:7][CH:8]=2)[C:3]([CH2:10][C@H:11]([NH:15][C:16](=[O:26])[CH2:17][CH2:18][CH2:19][C:20]2[CH:25]=[CH:24][CH:23]=[CH:22][CH:21]=2)[C:12]([OH:14])=O)=[CH:2]1.[OH:27][N:28]1[C:32](=[O:33])[CH2:31][CH2:30][C:29]1=[O:34].C1(N=C=NC2CCCCC2)CCCCC1.[NH2:50][CH2:51][CH2:52][CH2:53][CH2:54][CH2:55][C:56](O)=[O:57].C([O-])(O)=O.[Na+]>C(#N)C.O>[O:34]=[C:29]1[CH2:30][CH2:31][C:32](=[O:33])[N:28]1[O:27][C:56](=[O:57])[CH2:55][CH2:54][CH2:53][CH2:52][CH2:51][NH:50][C:12](=[O:14])[C@@H:11]([NH:15][C:16](=[O:26])[CH2:17][CH2:18][CH2:19][C:20]1[CH:25]=[CH:24][CH:23]=[CH:22][CH:21]=1)[CH2:10][C:3]1[C:4]2[C:9](=[CH:8][CH:7]=[CH:6][CH:5]=2)[NH:1][CH:2]=1 |f:4.5|. Reported procedure: (Method J15C) A solution of 3-(1H-indol-3-yl)-2-(4-phenyl-butyrylamino)-propionic acid (16/95) (1.333 g, 4.01 mmol) and N-hydroxysuccinimide (0.461 g, 4.01 mmol) in acetonitrile (50 ml) was treated with N,N′-dicyclohexylcarbodiimide (0.828 g, 4.02 mmol) at 0° C. The resulting suspension was allowed to stand for 14 hours at 4° C., the precipitate was filtered off and washed with acetonitrile (2×10 ml). To the filtrate a solution of 6-aminohexanoic acid (0.526 g, 4.01 mmol) and NaHCO3 (0.672 g, 4.... Run at temperature 110 celsius, time 2 hour. Procedure: A 1/2-liter autoclave was charged with nitrobenzene (30.0 g.), dimethylammonium sulphide (40 g.) benzene (60 g.) and carbon monoxide to a pressure of 50 atmospheres. The temperature of the autoclave was raised to 110° C and its contents were maintained at this temperature with stirring for 21/2 hours. The pressure was renewed to 50 atmospheres at intervals as required by passing in more carbon monoxide. The contents of the autoclave were then allowed to cool below 70° C before being removed and ... The reactants are [C]=O (carbon monoxide), [N+](=O)([O-])C1=CC=CC=C1 (nitrobenzene), dimethylammonium sulphide, C1=CC=CC=C1 (benzene), [C]=O (carbon monoxide). Yields the product CN(C(=O)NC1=CC=CC=C1)C (1,1-dimethyl-3-phenylurea). As a reaction SMILES: [N+:1]([C:4]1C=CC=CC=1)([O-])=O.[CH3:10][NH2+:11](=S)[CH3:12].[CH:14]1[CH:19]=[CH:18][CH:17]=[CH:16][CH:15]=1.[C]=[O:21]>>[CH3:10][N:11]([CH3:12])[C:4]([NH:1][C:14]1[CH:19]=[CH:18][CH:17]=[CH:16][CH:15]=1)=[O:21] |^3:19|. Starting materials: CC(C)C(NC(=O)OC(C)(C)C)C(=O)NC(CCC(=O)OCc1ccccc1)C(=O)OCc1ccccc1, CCCCCCCCCCCCCCCCCCCCCCCCCCCCCC(=O)O. Product: CCCCCCCCCCCCCCCCCCCCCCCCCCCCCC(=O)NC(C(=O)NC(CCC(=O)OCc1ccccc1)C(=O)OCc1ccccc1)C(C)C. Reaction SMILES: [C:33]([O:34][C:35](=[O:36])[NH:40][CH:41]([CH:42]([CH3:43])[CH3:44])[C:45](=[O:46])[NH:47][CH:48]([CH2:49][CH2:50][C:51](=[O:52])[O:53][CH2:54][c:55]1[cH:56][cH:57][cH:58][cH:59][cH:60]1)[C:61](=[O:62])[O:63][CH2:64][c:65]1[cH:66][cH:67][cH:68][cH:69][cH:70]1)([CH3:37])([CH3:38])[CH3:39].[CH3:1][CH2:2][CH2:3][CH2:4][CH2:5][CH2:6][CH2:7][CH2:8][CH2:9][CH2:10][CH2:11][CH2:12][CH2:13][CH2:14][CH2:15][CH2:16][CH2:17][CH2:18][CH2:19][CH2:20][CH2:21][CH2:22][CH2:23][CH2:24][CH2:25][CH2:26][CH2:27][CH2:28][CH2:29][C:30]([OH:31])=[O:32]>>[CH3:1][CH2:2][CH2:3][CH2:4][CH2:5][CH2:6][CH2:7][CH2:8][CH2:9][CH2:10][CH2:11][CH2:12][CH2:13][CH2:14][CH2:15][CH2:16][CH2:17][CH2:18][CH2:19][CH2:20][CH2:21][CH2:22][CH2:23][CH2:24][CH2:25][CH2:26][CH2:27][CH2:28][CH2:29][C:30](=[O:32])[NH:40][CH:41]([CH:42]([CH3:43])[CH3:44])[C:45](=[O:46])[NH:47][CH:48]([CH2:49][CH2:50][C:51](=[O:52])[O:53][CH2:54][c:55]1[cH:56][cH:57][cH:58][cH:59][cH:60]1)[C:61](=[O:62])[O:63][CH2:64][c:65]1[cH:66][cH:67][cH:68][cH:69][cH:70]1. The reactants are CI (MeI), C1=CC=CC=2C(C3=C(CCC21)C=CC=C3)=CC=3C=C(C=CC3)NS(=O)(=O)C (N-[3-(10,11-dihydro-dibenzo[a,d]cyclohepten-5-ylidenemethyl)-phenyl]-methanesulfonamide), [H-].[Na+] (NaH), suspension, O (H2O). Solvent: CN(C)C=O (DMF), C(C)(=O)OCC (ethyl acetate). Run at time 50 minute. Yields the product C1=CC=CC=2C(C3=C(CCC21)C=CC=C3)=CC=3C=C(C=CC3)N(S(=O)(=O)C)C (N-[3-(10,11-Dihydro-dibenzo[a,d]cyclohepten-5-ylidenemethyl)-phenyl]-N-methyl-methanesulfonamide). Reaction SMILES: [CH:1]1[C:11]2[CH2:10][CH2:9][C:8]3[CH:12]=[CH:13][CH:14]=[CH:15][C:7]=3[C:6](=[CH:16][C:17]3[CH:18]=[C:19]([NH:23][S:24]([CH3:27])(=[O:26])=[O:25])[CH:20]=[CH:21][CH:22]=3)[C:5]=2[CH:4]=[CH:3][CH:2]=1.[H-].[Na+].[CH3:30]I.O>CN(C=O)C.C(OCC)(=O)C>[CH:1]1[C:11]2[CH2:10][CH2:9][C:8]3[CH:12]=[CH:13][CH:14]=[CH:15][C:7]=3[C:6](=[CH:16][C:17]3[CH:18]=[C:19]([N:23]([CH3:30])[S:24]([CH3:27])(=[O:26])=[O:25])[CH:20]=[CH:21][CH:22]=3)[C:5]=2[CH:4]=[CH:3][CH:2]=1 |f:1.2|. Procedure details: Dissolve N-[3-(10,11-dihydro-dibenzo[a,d]cyclohepten-5-ylidenemethyl)-phenyl]-methanesulfonamide (10 mg, 0.265 mmol) in DMF (4 mL) and add NaH (13 mg of a 60% suspension in mineral oil, 0.318 mmol). Stir at room temperature for 50 min, then add MeI (33□L, 75 mg, 0.530 mmol). Stir at room temp for 1 h. Dilute reaction mixture with H2O and ethyl acetate. Separate layers, and wash organics with H2O. Dry organics (MgSO4) and concentrate to 101 mg (100%) of a pale yellow solid, mp 124.2° C. 1H NMR (C... Starting materials: COC(CS(NC1=C(C=C(C=C1)F)F)(=O)=O)=O (2-[N-(2,4-difluorophenyl)sulfamoyl]-acetic acid methyl ester), [OH-].[Na+] (sodium hydroxide). Solvent: O1CCOCC1 (dioxane). Run at time 30 minute. The product is FC1=C(C=CC(=C1)F)NS(=O)(=O)CC(=O)O (2-[N-(2,4-Difluorophenyl)sulfamoyl]-acetic acid). As a reaction SMILES: C[O:2][C:3](=[O:17])[CH2:4][S:5](=[O:16])(=[O:15])[NH:6][C:7]1[CH:12]=[CH:11][C:10]([F:13])=[CH:9][C:8]=1[F:14].[OH-].[Na+]>O1CCOCC1>[F:14][C:8]1[CH:9]=[C:10]([F:13])[CH:11]=[CH:12][C:7]=1[NH:6][S:5]([CH2:4][C:3]([OH:17])=[O:2])(=[O:15])=[O:16] |f:1.2|. Procedure details: 2.68 g (10.1 mmol) of 2-[N-(2,4-difluorophenyl)sulfamoyl]-acetic acid methyl ester is dissolved in 30 ml of dioxane, 15 ml of 2N sodium hydroxide solution is added and stirred for 30 minutes at room temperature. The reaction solution is then evaporated to dryness, the residue is dissolved in some water, the solution is again concentrated by evaporation, the residue is dissolved in 30 ml of water, acidified with 2N hydrochloric acid and the product is extracted with ethyl acetate. The organic pha...